Dataset: the Open Reaction Database (ORD), a public repository of structured organic reaction records. Task: describe an organic reaction: reactants, conditions, products, and yield The reactants are O=Cc1c(Cl)nc(-c2ccccc2)n1Cc1ccc(Br)cc1, C1CCOC1, CI, CCOCC, [Mg], [Na+], O=S(=O)([O-])O. Product: CC(O)c1c(Cl)nc(-c2ccccc2)n1Cc1ccc(Br)cc1. Reaction SMILES: [Br:1][c:2]1[cH:3][cH:4][c:5]([CH2:6][n:7]2[c:8](-[c:15]3[cH:16][cH:17][cH:18][cH:19][cH:20]3)[n:9][c:10]([Cl:14])[c:11]2[CH:12]=[O:13])[cH:21][cH:22]1.[CH2:32]1[O:33][CH2:34][CH2:35][CH2:36]1.[CH3:24][I:25].[CH3:37][CH2:38][O:39][CH2:40][CH3:41].[Mg:23].[Na+:31].[S:26](=[O:27])(=[O:28])([OH:29])[O-:30]>>[Br:1][c:2]1[cH:3][cH:4][c:5]([CH2:6][n:7]2[c:8](-[c:15]3[cH:16][cH:17][cH:18][cH:19][cH:20]3)[n:9][c:10]([Cl:14])[c:11]2[CH:12]([OH:13])[CH3:24])[cH:21][cH:22]1. Starting materials: CC(C)(C)OC(=O)NC1(c2ccc(-c3c(-c4ccccc4)oc4ccccc4c3=S)cc2)CCC1, CO, Cl, O=C(O)C(F)(F)F, NC1(c2ccc(-c3c(-c4ccccc4)oc4ccc(F)cc4c3=O)cc2)CCC1, O. Product: Cl, NC1(c2ccc(-c3c(-c4ccccc4)oc4ccccc4c3=S)cc2)CCC1. Reaction SMILES: [C:30]([O:31][C:32](=[O:33])[NH:36][C:37]1([c:41]2[cH:42][cH:43][c:44](-[c:47]3[c:48](-[c:58]4[cH:59][cH:60][cH:61][cH:62][cH:63]4)[o:49][c:50]4[cH:51][cH:52][cH:53][cH:54][c:55]4[c:56]3=[S:57])[cH:45][cH:46]2)[CH2:38][CH2:39][CH2:40]1)([CH3:34])([CH3:35])[CH3:64].[CH3:73][OH:74].[ClH:72].[F:65][C:66]([F:67])([F:68])[C:69]([OH:70])=[O:71].[NH2:1][C:2]1([c:3]2[cH:4][cH:5][c:6](-[c:7]3[c:8](=[O:9])[c:10]4[c:11]([cH:12][cH:13][c:14]([F:15])[cH:16]4)[o:17][c:18]3-[c:19]3[cH:20][cH:21][cH:22][cH:23][cH:24]3)[cH:25][cH:26]2)[CH2:27][CH2:28][CH2:29]1.[OH2:75]>>[ClH:72].[NH2:36][C:37]1([c:41]2[cH:42][cH:43][c:44](-[c:47]3[c:48](-[c:58]4[cH:59][cH:60][cH:61][cH:62][cH:63]4)[o:49][c:50]4[cH:51][cH:52][cH:53][cH:54][c:55]4[c:56]3=[S:57])[cH:45][cH:46]2)[CH2:38][CH2:39][CH2:40]1. Starting materials: COC=1C2=C(N=CN1)CCNC2 (4-methoxy-5,6,7,8-tetrahydropyrido[4,3-d]pyrimidine), ClC=1C=CC(=C(C#N)C1)F (5-chloro-2-fluorobenzonitrile), N12CCCCCC2=NCCC1 (1,8-diazabicyclo[5.4.0]undec-7-ene). Conditions: temperature 80 celsius. RXN SMILES: [CH3:1][O:2][C:3]1[C:4]2[CH2:12][NH:11][CH2:10][CH2:9][C:5]=2[N:6]=[CH:7][N:8]=1.[Cl:13][C:14]1[CH:15]=[CH:16][C:17](F)=[C:18]([CH:21]=1)[C:19]#[N:20].N12CCCN=C1CCCCC2>C(Cl)Cl>[Cl:13][C:14]1[CH:15]=[CH:16][C:17]([N:11]2[CH2:10][CH2:9][C:5]3[N:6]=[CH:7][N:8]=[C:3]([O:2][CH3:1])[C:4]=3[CH2:12]2)=[C:18]([CH:21]=1)[C:19]#[N:20]. Run in C(Cl)Cl (CH2Cl2). The yield is 82.4%. Procedure: A mixture of 4-methoxy-5,6,7,8-tetrahydropyrido[4,3-d]pyrimidine (12.88 g, 0.078 mol), 5-chloro-2-fluorobenzonitrile (40 g, 0.2 mol), and 1,8-diazabicyclo[5.4.0]undec-7-ene (60 mL, 0.4 mol) was heated at 80° C. for 3 hours. After cooling the mixture was diluted with CH2Cl2 (300 mL), washed with water, dried, and concentrated to afford a brown solid which was purified by silica gel chromatography (0-50% EtOAc/hexane) to afford a solid (19.33 g, 78.3%). Yields the product ClC=1C=CC(=C(C#N)C1)N1CC2=C(N=CN=C2OC)CC1 (5-Chloro-2-(4-methoxy-7,8-dihydropyrido[4,3-d]pyrimidin-6(5H)-yl)benzonitrile). Reactants: O (Water), C(\C=C/CCC)O (cis-2-hexen-1-ol), [H-].[Na+] (sodium hydride), ClC=1C(=NSN1)C=1C=NC=CC1 (3-(4-chloro-1,2,5-thiadiazol-3-yl) pyridine). Run in O1CCCC1 (tetrahydrofuran), O1CCCC1 (tetrahydrofuran). Conditions: time 1 hour. Product: C(\C=C/CCC)OC=1C(=NSN1)C=1C=NC=CC1 (cis-3-(4-(2-hexenyloxy)-1,2,5-thiadiazol-3-yl) pyridine). RXN SMILES: [CH2:1]([OH:7])/[CH:2]=[CH:3]\[CH2:4][CH2:5][CH3:6].[H-].[Na+].Cl[C:11]1[C:12]([C:16]2[CH:17]=[N:18][CH:19]=[CH:20][CH:21]=2)=[N:13][S:14][N:15]=1.O>O1CCCC1>[CH2:1]([O:7][C:11]1[C:12]([C:16]2[CH:17]=[N:18][CH:19]=[CH:20][CH:21]=2)=[N:13][S:14][N:15]=1)/[CH:2]=[CH:3]\[CH2:4][CH2:5][CH3:6] |f:1.2|. Procedure details: To a solution of cis-2-hexen-1-ol (900 mg, 9 mmol) and sodium hydride (310 mg, 9 mmol) in dry tetrahydrofuran was added a solution of 3-(4-chloro-1,2,5-thiadiazol-3-yl) pyridine (590 mg, 3 mmol) in dry tetrahydrofuran. The reaction mixture was stirred at room temperature for 1 h. Water was added and the mixture was extracted with ether. The ether phase was dried and evaporated to give the title compound. The reactants are CC(C)=O, CN(C)c1ccccc1CCl, Cl, CSC(=S)N1CCNCC1, [Na+], [Na+], O=C([O-])[O-]. The product is CSC(=S)N1CCN(Cc2ccccc2N(C)C)CC1. RXN SMILES: [CH3:29][C:30](=[O:31])[CH3:32].[CH3:2][N:3]([c:4]1[c:5]([CH2:6][Cl:7])[cH:8][cH:9][cH:10][cH:11]1)[CH3:12].[ClH:1].[N:13]1([C:19](=[S:20])[S:21][CH3:22])[CH2:14][CH2:15][NH:16][CH2:17][CH2:18]1.[Na+:23].[Na+:24].[O-:25][C:26](=[O:27])[O-:28]>>[CH3:2][N:3]([c:4]1[c:5]([CH2:6][N:16]2[CH2:15][CH2:14][N:13]([C:19](=[S:20])[S:21][CH3:22])[CH2:18][CH2:17]2)[cH:8][cH:9][cH:10][cH:11]1)[CH3:12]. As a reaction SMILES: [C:1]([C:5]1[CH:9]=[C:8]([CH2:10][NH:11][C:12](=[O:33])[CH:13]([C:15]2[CH:20]=[CH:19][C:18]([C:21]3([O:24][Si](C(C)(C)C)(C)C)[CH2:23][CH2:22]3)=[C:17]([F:32])[CH:16]=2)[CH3:14])[N:7]([C:34]2[CH:39]=[CH:38][CH:37]=[C:36]([Cl:40])[CH:35]=2)[N:6]=1)([CH3:4])([CH3:3])[CH3:2].CCCC[N+](CCCC)(CCCC)CCCC.[F-]>C1COCC1>[C:1]([C:5]1[CH:9]=[C:8]([CH2:10][NH:11][C:12](=[O:33])[CH:13]([C:15]2[CH:20]=[CH:19][C:18]([C:21]3([OH:24])[CH2:23][CH2:22]3)=[C:17]([F:32])[CH:16]=2)[CH3:14])[N:7]([C:34]2[CH:39]=[CH:38][CH:37]=[C:36]([Cl:40])[CH:35]=2)[N:6]=1)([CH3:2])([CH3:3])[CH3:4] |f:1.2|. The reactants are C(C)(C)(C)C1=NN(C(=C1)CNC(C(C)C1=CC(=C(C=C1)C1(CC1)O[Si](C)(C)C(C)(C)C)F)=O)C1=CC(=CC=C1)Cl (N-((3-tert-butyl-1-(3-chlorophenyl)-1H-pyrazol-5-yl)methyl)-2-(4-(1-(tert-butyldimethylsilyloxy)cyclopropyl)-3-fluorophenyl)propanamide), CCCC[N+](CCCC)(CCCC)CCCC.[F-] (TBAF). Conditions: time 5 hour. Procedure details: To a stirred solution of N-((3-tert-butyl-1-(3-chlorophenyl)-1H-pyrazol-5-yl)methyl)-2-(4-(1-(tert-butyldimethylsilyloxy)cyclopropyl)-3-fluorophenyl)propanamide (141 mg, 0.240 mmol, 1 eq) in THF (2 mL) was added TBAF (c=1 mol/L in THF, 0.61 mL, 0.61 mmol, 2.6 eq) at room temperature and the mixture was stirred for 5 h after which the solvent was evaporated. The residue was purified by CC using EtOAc/cyclohexane 1:3 as eluent to yield N-((3-tert-butyl-1-(3-chlorophenyl)-1H-pyrazol-5-yl)methyl)-2-... The product is C(C)(C)(C)C1=NN(C(=C1)CNC(C(C)C1=CC(=C(C=C1)C1(CC1)O)F)=O)C1=CC(=CC=C1)Cl (N-((3-tert-butyl-1-(3-chlorophenyl)-1H-pyrazol-5-yl)methyl)-2-(3-fluoro-4-(1-hydroxycyclopropyl)phenyl)propanamide). Isolated yield 48.8%. Run in C1CCOC1 (THF).